Dataset: the Open Reaction Database (ORD), a public repository of structured organic reaction records. Task: describe an organic reaction: reactants, conditions, products, and yield Starting materials: S(=O)(=O)(O)O.CSC(N)=N (2-methyl-2-thiopseudourea sulfate), CC1=CC=C(C(=O)Cl)C=C1 (4-methylbenzoyl chloride). Run in [OH-].[Na+] (sodium hydroxide), CCOCC (ether). Reaction conditions: time 8 hour. Product: CC1=CC=C(C(=O)NC(SC)=N)C=C1 (N-(4-Methylbenzoyl)-S-methylisothiourea). Reaction SMILES: S(O)(O)(=O)=O.[CH3:6][S:7][C:8](=[NH:10])[NH2:9].[CH3:11][C:12]1[CH:20]=[CH:19][C:15]([C:16](Cl)=[O:17])=[CH:14][CH:13]=1>[OH-].[Na+].CCOCC>[CH3:11][C:12]1[CH:20]=[CH:19][C:15]([C:16]([NH:10][C:8](=[NH:9])[S:7][CH3:6])=[O:17])=[CH:14][CH:13]=1 |f:0.1,3.4|. Reported procedure: A solution of 2-methyl-2-thiopseudourea sulfate (6.9 g, 0.025 mol) in 30 ml of sodium hydroxide (4%) was added a solution of 4-methylbenzoyl chloride (3.4 g, 0.022 mol) in ether (10 ml) at room temperature. The reaction mixture was stirred overnight and the precipitated solid was filtered, washed with water, later hexanes and dried under high vacuum. N-(4-methylbenzoyl)-S-methylisothiourea: yield 4.60 g (quantitative); purity 98% (HPLC); 1H-NMR (CD3OD) δ 2.4 (s, 3H, CH3), 2.6 (s, 3H, SMe), 7.2 (... Reactants: NC=1C(=NC=C(C1)Cl)N1CCN(CC1)C(CN1N=C(C=C1C)C)=O (1-[4-(3-amino-5-chloro-pyridin-2-yl)-piperazin-1-yl]-2-(3,5-dimethyl-pyrazol-1-yl)-ethanone), ClC=1C=C(C(=O)Cl)C=CC1 (3-chlorobenzoyl chloride), C(C)(C)N(C(C)C)CC (N,N-diisopropylethylamine). Solvent: C(Cl)Cl (methylene chloride). Reaction conditions: time 3 day. Product: ClC=1C=C(C(=O)NC=2C(=NC=C(C2)Cl)N2CCN(CC2)C(CN2N=C(C=C2C)C)=O)C=CC1 (3-Chloro-N-(5-chloro-2-{4-[2-(3,5-dimethyl-pyrazol-1-yl)-acetyl]-piperazin-1-yl}-pyridin-3-yl)-benzamide). Reaction SMILES: [NH2:1][C:2]1[C:3]([N:9]2[CH2:14][CH2:13][N:12]([C:15](=[O:24])[CH2:16][N:17]3[C:21]([CH3:22])=[CH:20][C:19]([CH3:23])=[N:18]3)[CH2:11][CH2:10]2)=[N:4][CH:5]=[C:6]([Cl:8])[CH:7]=1.[Cl:25][C:26]1[CH:27]=[C:28]([CH:32]=[CH:33][CH:34]=1)[C:29](Cl)=[O:30].C(N(CC)C(C)C)(C)C>C(Cl)Cl>[Cl:25][C:26]1[CH:27]=[C:28]([CH:32]=[CH:33][CH:34]=1)[C:29]([NH:1][C:2]1[C:3]([N:9]2[CH2:10][CH2:11][N:12]([C:15](=[O:24])[CH2:16][N:17]3[C:21]([CH3:22])=[CH:20][C:19]([CH3:23])=[N:18]3)[CH2:13][CH2:14]2)=[N:4][CH:5]=[C:6]([Cl:8])[CH:7]=1)=[O:30]. Procedure: To a solution of 1-[4-(3-amino-5-chloro-pyridin-2-yl)-piperazin-1-yl]-2-(3,5-dimethyl-pyrazol-1-yl)-ethanone (0.040 g, 0.11 mmol) in methylene chloride (2 mL) is added 3-chlorobenzoyl chloride (0.020 mL, 0.160 mmol) followed by of N,N-diisopropylethylamine (0.045 mL, 0.25 mmol). The mixture is stirred at room temperature for 3 days. The mixture is concentrated under a stream of nitrogen and the residue is purified by preparative reverse phase HPLC to provide, after removal of the eluent under re... Reactants: CC1CCCC(C)N1CCN, CCOC(=O)CN1CCCC1=O. Yields the product CC1CCCC(C)N1CCNC(=O)CN1CCCC1=O. RXN SMILES: [CH3:13][CH:14]1[N:15]([CH2:21][CH2:22][NH2:23])[CH:16]([CH3:20])[CH2:17][CH2:18][CH2:19]1.[O:1]=[C:2]1[N:3]([CH2:7][C:8]([O:10][CH2:9][CH3:11])=[O:12])[CH2:4][CH2:5][CH2:6]1>>[O:1]=[C:2]1[N:3]([CH2:7][C:8](=[O:10])[NH:23][CH2:22][CH2:21][N:15]2[CH:14]([CH3:13])[CH2:19][CH2:18][CH2:17][CH:16]2[CH3:20])[CH2:4][CH2:5][CH2:6]1. Reactants: O=C1N([C@H]2C=C[C@@H]1C2)C(=O)OC(C)(C)C ((1R,4S)-tert-butyl 3-oxo-2-azabicyclo[2.2.1]hept-5-ene-2- carboxylate), ClC1=NN(C=C1NC)C=1C=NC=CC1 (3-chloro-N-methyl-1-(pyridin-3-yl)-1H-pyrazol-4-amine), [Li+].C[Si](C)(C)[N-][Si](C)(C)C (LHMDS). The solvent is C1CCOC1 (THF), C1CCOC1 (THF). Run at temperature -78 celsius, time 15 minute. The product is C(C)(C)(C)OC(N[C@H]1C=C[C@H](C1)C(N(C)C=1C(=NN(C1)C=1C=NC=CC1)Cl)=O)=O (tert-butyl((1R,4S)-4-((3-chloro-1-(pyridin-3-yl)-1H-pyrazol-4-yl)(methyl) carbamoyl)cyclopent-2-en-1-yl)carbamate), solid. Isolated yield 59.0%. Reaction SMILES: [Cl:1][C:2]1[C:6]([NH:7][CH3:8])=[CH:5][N:4]([C:9]2[CH:10]=[N:11][CH:12]=[CH:13][CH:14]=2)[N:3]=1.[Li+].C[Si]([N-][Si](C)(C)C)(C)C.[O:25]=[C:26]1[C@H:31]2[CH2:32][C@H:28]([CH:29]=[CH:30]2)[N:27]1[C:33]([O:35][C:36]([CH3:39])([CH3:38])[CH3:37])=[O:34]>C1COCC1>[C:36]([O:35][C:33](=[O:34])[NH:27][C@@H:28]1[CH2:32][C@H:31]([C:26](=[O:25])[N:7]([C:6]2[C:2]([Cl:1])=[N:3][N:4]([C:9]3[CH:10]=[N:11][CH:12]=[CH:13][CH:14]=3)[CH:5]=2)[CH3:8])[CH:30]=[CH:29]1)([CH3:37])([CH3:38])[CH3:39] |f:1.2|. Reported procedure: A solution of 3-chloro-N-methyl-1-(pyridin-3-yl)-1H-pyrazol-4-amine (0.20 g, 0.96 mmol) in THF (10 mL) was cooled to a temperature of about −78° C. LHMDS (1 M solution in hexanes, 1.0 mL, 1.00 mmol) was added, and the solution was stirred at a temperature of about −78° C. for 15 minutes. A solution of (1R,4S)-tert-butyl 3-oxo-2-azabicyclo[2.2.1]hept-5-ene-2- carboxylate (0.20 g, 0.96 mmol) dissolved in THF (3 mL) was added to the solution at a temperature of about −78° C. in one portion. After s... Starting materials: COC=1C=C(C=CC1)S(=O)(=O)Cl (3-methoxy-benzene sulfonic acid chloride), C(C)(C)(C)N (tert. butylamine). Solvent: O1CCCC1 (tetrahydrofuran), O1CCCC1 (tetrahydrofuran). Reaction conditions: temperature 60 celsius, time 7 hour. Yields the product C(C)(C)(C)NS(=O)(=O)C1=CC(=CC=C1)OC (N-tert. butyl-3-methoxy-benzenesulfonamide). Yield: 92.6%. RXN SMILES: [CH3:1][O:2][C:3]1[CH:4]=[C:5]([S:9](Cl)(=[O:11])=[O:10])[CH:6]=[CH:7][CH:8]=1.[C:13]([NH2:17])([CH3:16])([CH3:15])[CH3:14]>O1CCCC1>[C:13]([NH:17][S:9]([C:5]1[CH:6]=[CH:7][CH:8]=[C:3]([O:2][CH3:1])[CH:4]=1)(=[O:11])=[O:10])([CH3:16])([CH3:15])[CH3:14]. Procedure: 49.5 gm (0.24 mol) of 3-methoxy-benzene sulfonic acid chloride were dissolved in 50 ml of tetrahydrofuran, and the solution was added dropwise over a period of 25 minutes to a solution of 40 gm (0.55 mol) of tert. butylamine in 200 ml of tetrahydrofuran. After stirring for 1 hour at room temperature and for 7 hours at 60° C., the reaction mixture was filtered, and the filtrate was evaporated in vacuo. The residue was treated with cyclohexane, yielded 54.1 gm (92.6% of theory) of N-tert. butyl-3-... Starting materials: ClC1=CC=C(C=C1)S(=O)(=O)N(C(=O)OC(C)(C)C)CCCCC(CCC(=O)OCC)CCI (ethyl 8-[N-(p-chlorophenylsulfonyl)-N-(t-butoxycarbonyl)amino]-4-(2-iodoethyl)octanoate), OC=1C=NC=CC1 (3-hydroxypyridine), CC(C)([O-])C.[K+] (potassium-t-butoxide). The solvent is CN(C=O)C (dimethylformamide), CN(C=O)C (dimethylformamide). Yields the product ClC1=CC=C(C=C1)S(=O)(=O)N(C(=O)OC(C)(C)C)CCCCC(CCC(=O)OCC)CCOC=1C=NC=CC1 (ethyl 8-[N-(p-chlorophenylsulfonyl)-N-(t-butoxycarbonyl)-amino]-4-[2-(3-pyridyloxy)-ethyl]-octanoate). Reaction SMILES: [Cl:1][C:2]1[CH:7]=[CH:6][C:5]([S:8]([N:11]([CH2:19][CH2:20][CH2:21][CH2:22][CH:23]([CH2:31][CH2:32]I)[CH2:24][CH2:25][C:26]([O:28][CH2:29][CH3:30])=[O:27])[C:12]([O:14][C:15]([CH3:18])([CH3:17])[CH3:16])=[O:13])(=[O:10])=[O:9])=[CH:4][CH:3]=1.[OH:34][C:35]1[CH:36]=[N:37][CH:38]=[CH:39][CH:40]=1.CC(C)([O-])C.[K+]>CN(C)C=O>[Cl:1][C:2]1[CH:7]=[CH:6][C:5]([S:8]([N:11]([CH2:19][CH2:20][CH2:21][CH2:22][CH:23]([CH2:31][CH2:32][O:34][C:35]2[CH:36]=[N:37][CH:38]=[CH:39][CH:40]=2)[CH2:24][CH2:25][C:26]([O:28][CH2:29][CH3:30])=[O:27])[C:12]([O:14][C:15]([CH3:18])([CH3:17])[CH3:16])=[O:13])(=[O:10])=[O:9])=[CH:4][CH:3]=1 |f:2.3|. Procedure details: To a solution of 3.1 g (5 mmol) of ethyl 8-[N-(p-chlorophenylsulfonyl)-N-(t-butoxycarbonyl)amino]-4-(2-iodoethyl)octanoate in 10 ml dimethylformamide at 0° C. under an inert atmosphere is added a solution of 0.62 g (6.5 mmol) 3-hydroxypyridine and 0.73 g potassium-t-butoxide in 20 ml dimethylformamide, dropwise. After 24 hours at room temperature the reaction is evaporated to dryness. The residue is dissolved in ethyl acetate and the solution is washed with cold 5% Na2CO3 solution and brine, dri... Reactants: N[C@@H](CO)C(=O)O (L-serine), C1=C(C=CC2=CC=CC=C12)S(=O)(=O)Cl (2-naphthalenylsulfonylchloride), Cl.NC1=NC=CC2=CC(=CC=C12)CC(C(N1CCCCC1)=O)NC(CNS(=O)(=O)C=1C(=C(C2=C(CCC(O2)(C)C)C1C)C)C)=O (N-[1-[(1-Amino-6-isoquinolinyl)methyl]-2-oxo-2-(1-piperidinyl)ethyl]-2-[[(3,4-dihydro-2,2,5,7,8-pentamethyl-2H-1-benzopyran-6-yl)sulfonyl]amino]acetamide hydrochloride), NC1=NC=CC2=CC(=CC=C12)CC(C(N1CCCCC1)=O)NC(OC(C)(C)C)=O (1,1-Dimethylethyl 1-[(1-amino-6-isoquinolinyl)methyl]-2-oxo-2-(1-piperidinyl)ethyl-carbamate), OC[C@@H](C(=O)O)NS(=O)(=O)C1=CC2=CC=CC=C2C=C1 ((2S)-3-hydroxy-2-[(2-naphthalenyisulfonyl)amino]propanoic acid), 5b. Yields the product Cl.NC1=NC=CC2=CC(=CC=C12)CC(C(N1CCCCC1)=O)NC([C@H](CO)NS(=O)(=O)C1=CC2=CC=CC=C2C=C1)=O ((2S)-N-[1-[(1-amino-6-isoquinolinyl)methyl]-2-oxo-2-(1-piperidinyl)ethyl]-3-hydroxy-2-[(2-naphthalenylsulfonyl)amino]propanamide hydrochloride). Reaction SMILES: Cl.[NH2:2][C:3]1[C:12]2[C:7](=[CH:8][C:9]([CH2:13][CH:14]([NH:23][C:24](=[O:45])[CH2:25][NH:26][S:27]([C:30]3[C:31]([CH3:44])=[C:32]([CH3:43])[C:33]4OC(C)(C)[CH2:36][CH2:35][C:34]=4[C:41]=3C)(=[O:29])=[O:28])[C:15](=[O:22])[N:16]3[CH2:21][CH2:20][CH2:19][CH2:18][CH2:17]3)=[CH:10][CH:11]=2)[CH:6]=[CH:5][N:4]=1.NC1C2C(=CC(CC(NC(=O)OC(C)(C)C)[C:59](=[O:66])N3CCCCC3)=CC=2)C=CN=1.OC[C@H](NS(C1C=CC2C(=CC=CC=2)C=1)(=O)=O)C(O)=O.N[C@H](C(O)=O)CO.C1C2C(=CC=CC=2)C=CC=1S([Cl:115])(=O)=O>>[ClH:115].[NH2:2][C:3]1[C:12]2[C:7](=[CH:8][C:9]([CH2:13][CH:14]([NH:23][C:24](=[O:45])[C@@H:25]([NH:26][S:27]([C:30]3[CH:31]=[CH:44][C:33]4[C:34](=[CH:35][CH:36]=[CH:43][CH:32]=4)[CH:41]=3)(=[O:29])=[O:28])[CH2:59][OH:66])[C:15](=[O:22])[N:16]3[CH2:21][CH2:20][CH2:19][CH2:18][CH2:17]3)=[CH:10][CH:11]=2)[CH:6]=[CH:5][N:4]=1 |f:0.1,6.7|. Reported procedure: The procedure described for 5c was used. Deprotection of 5a and coupling with (2S)-3-hydroxy-2-[(2-naphthalenyisulfonyl)amino]propanoic acid (prepared from L-serine and 2-naphthalenylsulfonylchloride using the procedure described for 5b) yielded 7. 1H-NMR 200 MHz (CD3OD) δ: 1.12-1.58 (6H, m), 2.57-2.69 (1H, m) 2.95-3.95 (8H, m), 4.9-5.1 (1H, m), 7.11-7.22 (1H, m), 7.43-8.16 (9H, m), 8.24-8.34 (1H, m), 8.41-8.45 (1H, m). The reactants are C(C)N(N)C(=O)N (2-ethylsemicarbazide), CNC(NN)=O (4-methylsemicarbazide), CN1C(=NC=C1[N+](=O)[O-])C(OCC)=N (ethyl 1-methyl-5-nitro-2-imidazolecarboximidate). Product: CN1C(=NC=C1[N+](=O)[O-])C(=N)NN(C(=O)N)CC (1-(1-methyl-5-nitro-2-imidazolecarboximidoyl)-2-ethylsemicarbazide), CN1C(=NC=C1[N+](=O)[O-])C(=N)NNC(=O)NC (1-(1-methyl-5-nitro-2-imidazolecarboximidoyl)-4-methylsemicarbazide). Reaction SMILES: [CH2:1]([N:3]([C:5]([NH2:7])=[O:6])[NH2:4])[CH3:2].[CH3:8][NH:9][C:10](=[O:13])[NH:11][NH2:12].[CH3:14][N:15]1[C:19]([N+:20]([O-:22])=[O:21])=[CH:18][N:17]=[C:16]1[C:23](=[NH:27])OCC>>[CH3:14][N:15]1[C:19]([N+:20]([O-:22])=[O:21])=[CH:18][N:17]=[C:16]1[C:23]([NH:4][N:3]([CH2:1][CH3:2])[C:5]([NH2:7])=[O:6])=[NH:27].[CH3:14][N:15]1[C:19]([N+:20]([O-:22])=[O:21])=[CH:18][N:17]=[C:16]1[C:23]([NH:12][NH:11][C:10]([NH:9][CH3:8])=[O:13])=[NH:27]. Procedure: In a similar manner, 2-ethylsemicarbazide and 4-methylsemicarbazide are reacted with ethyl 1-methyl-5-nitro-2-imidazolecarboximidate to give 1-(1-methyl-5-nitro-2-imidazolecarboximidoyl)-2-ethylsemicarbazide (IIIG) and 1-(1-methyl-5-nitro-2-imidazolecarboximidoyl)-4-methylsemicarbazide (IIIH), respectively. Reactants: BrC=1C=CC(=C(C1)CCO)OCC (2-(5-bromo-2-ethoxyphenyl)-1-ethanol), B(Br)(Br)Br (boron tribromide), ice water. Run in C(Cl)Cl (CH2Cl2). Run at time 15 minute. Yields the product BrC=1C=CC(=C(C1)CCO)O (2-(5-bromo-2-hydroxyphenyl)-1-ethanol). Reaction SMILES: [Br:1][C:2]1[CH:3]=[CH:4][C:5]([O:11]CC)=[C:6]([CH2:8][CH2:9][OH:10])[CH:7]=1.B(Br)(Br)Br>C(Cl)Cl>[Br:1][C:2]1[CH:3]=[CH:4][C:5]([OH:11])=[C:6]([CH2:8][CH2:9][OH:10])[CH:7]=1. Procedure details: To a solution of 2-(5-bromo-2-ethoxyphenyl)-1-ethanol (18.86 g, 81.65 mmol) in 400 mL CH2Cl2 at −78° is added boron tribromide (16.98 mL, 179.6 mmol) dropwise, via syringe. After stirring at −78° for 15 minutes, the solution is warmed to room temperature and stirred for 1 hour. The reaction niuture is then poured into ice water (500 mL), shaken, and separated. The organic phase is wshed with water (1×250 mL) and brine (1×100 mL), dried over MgSO4, and concentrated in vacuo. Chromatography (silic...